From a dataset of the Open Reaction Database (ORD), a public repository of structured organic reaction records. describe an organic reaction: reactants, conditions, products, and yield Starting materials: [N+](=O)(O)[O-] (nitric acid), C(#N)C1CC2=CC=CC=C2C1 (2-cyanoindane), ( B ). Run in C(C)(=O)OC(C)=O (acetic anhydride). Conditions: time 30 minute. The product is C(#N)C1CC2=CC=C(C=C2C1)[N+](=O)[O-] (2-cyano-5-nitroindane). Yield: 81.0%. As a reaction SMILES: [N+:1]([O-:4])(O)=[O:2].[C:5]([CH:7]1[CH2:15][C:14]2[C:9](=[CH:10][CH:11]=[CH:12][CH:13]=2)[CH2:8]1)#[N:6]>C(OC(=O)C)(=O)C>[C:5]([CH:7]1[CH2:15][C:14]2[C:9](=[CH:10][CH:11]=[C:12]([N+:1]([O-:4])=[O:2])[CH:13]=2)[CH2:8]1)#[N:6]. Procedure: Fuming nitric acid (40 ml, 1.5 g/ml) was added dropwise with stirring to acetic anhydride (80 ml ) keeping the temperature of the mixture at 0° C. After the addition was complete 2-cyanoindane (11.33 g, 79.5 mmol), (J. Chem. Soc. (B), (1969), 1197) was added dropwise with stirring over 30 minutes maintaining the reaction temperature between -5° and 0° C. The mixture was stirred for a further 15 minutes then poured onto ice. The mixture was extracted with dichloromethane (4×150 ml) and the extrac... The reactants are OC=1C=CC=C2C=CC=NC12 (8-hydroxyquinoline), ice water, OC=1C=CC=C2C=CC=NC12 (8-hydroxyquinoline), S(=O)(=O)(OCC)[O-] (ethyl sulfate). Solvent: CC(=O)N(C)C (dimethylacetamide). Yields the product C(C)OS(=O)(=O)[O-].C(C)[N+]1=CC=CC2=CC=CC(=C12)O (N-ethyl-8-hydroxyquinolinium ethylsulfate). Isolated yield 78.6%. Reaction SMILES: [OH:1][C:2]1[CH:3]=[CH:4][CH:5]=[C:6]2[C:11]=1[N:10]=[CH:9][CH:8]=[CH:7]2.[S:12]([O-:18])([O:15][CH2:16][CH3:17])(=[O:14])=[O:13]>CC(N(C)C)=O>[CH2:16]([O:15][S:12]([O-:18])(=[O:14])=[O:13])[CH3:17].[CH2:16]([N+:10]1[C:11]2[C:6](=[CH:5][CH:4]=[CH:3][C:2]=2[OH:1])[CH:7]=[CH:8][CH:9]=1)[CH3:17] |f:3.4|. Procedure: Into a 2-liter three-neck flask, provided with a mechanical agitator, with a reflux condenser and calcium chloride tube, and with a dropping funnel, one introduces 580 g of 8-hydroxyquinoline (i.e. 4 moles) and 800 ml of dimethylacetamide. After dissolution of the 8-hydroxyquinoline one adds, drop by drop, 616 g of freshly distilled ethyl sulfate, and then cools the reaction mixture with a bath of ice water. After heating on a steam bath for 2 hours, the solution becomes orange-yellow. One remov... Reactants: COC(=O)[C@H]1N(C[C@H](C1)N)CCC(C)(C)C ((2S,4S)-4-amino-1-(3,3-dimethyl-butyl)-pyrrolidine-2-carboxylic acid methyl ester), OC1=C(C=CC2=CC=CC=C12)C(=O)O (1-hydroxy-naphthalene-2-carboxylic acid). Yields the product COC(=O)[C@H]1N(C[C@H](C1)NC(=O)C1=C(C2=CC=CC=C2C=C1)O)CCC(C)(C)C ((2S,4S)-1-(3,3-Dimethyl-butyl)-4-[(1-hydroxy-naphthalene-2-carbonyl)-amino]-pyrrolidine-2-carboxylic acid methyl ester). Reaction SMILES: [CH3:1][O:2][C:3]([C@@H:5]1[CH2:9][C@H:8]([NH2:10])[CH2:7][N:6]1[CH2:11][CH2:12][C:13]([CH3:16])([CH3:15])[CH3:14])=[O:4].[OH:17][C:18]1[C:27]2[C:22](=[CH:23][CH:24]=[CH:25][CH:26]=2)[CH:21]=[CH:20][C:19]=1[C:28](O)=[O:29]>>[CH3:1][O:2][C:3]([C@@H:5]1[CH2:9][C@H:8]([NH:10][C:28]([C:19]2[CH:20]=[CH:21][C:22]3[C:27](=[CH:26][CH:25]=[CH:24][CH:23]=3)[C:18]=2[OH:17])=[O:29])[CH2:7][N:6]1[CH2:11][CH2:12][C:13]([CH3:16])([CH3:15])[CH3:14])=[O:4]. Procedure: (2S,4S)-1-(3,3-Dimethyl-butyl)-4-[(1-hydroxy-naphthalene-2-carbonyl)-amino]-pyrrolidine-2-carboxylic acid methyl ester was prepared from (2S,4S)-4-amino-1-(3,3-dimethyl-butyl)-pyrrolidine-2-carboxylic acid methyl ester and 1-hydroxy-naphthalene-2-carboxylic acid in an analogous manner to example 1. MS calcd. for C23H31N2O4 [(M+H)+] 399.0, obsd. 399.0. The solvent is CCCCCC.C(C)(C)(C)OC (hexane t-butylmethylether). Reaction SMILES: [CH3:1][N:2]([CH2:4][CH2:5][CH2:6][CH2:7][CH2:8][CH2:9][CH2:10][CH2:11][CH2:12][CH3:13])[CH3:3].[Br:14][CH2:15][CH2:16][CH2:17][Cl:18].CO>CCCCCC.C(OC)(C)(C)C>[Br-:14].[Cl:18][CH2:17][CH2:16][CH2:15][N+:2]([CH2:4][CH2:5][CH2:6][CH2:7][CH2:8][CH2:9][CH2:10][CH2:11][CH2:12][CH3:13])([CH3:1])[CH3:3] |f:3.4,5.6|. Procedure details: Into a 1000 mL, round-bottomed flask equipped with air condensers and a magnetic stirring plate was charged N,N-dimethyldecylamine (200.0 grams, 1.08 moles), 1-bromo-3-chloropropane (170 grams, 1.08 moles) and methanol (200 mL). The reaction was maintained at 65° C. for 18 hours. Solvent was removed by rotary evaporation under reduced pressure and furthermore with high vacuum distillation to yield brown oil. The oil was placed in a beaker and stirred with hexane/t-butylmethylether 1:1 solution (... Reactants: CN(C)CCCCCCCCCC (N,N-dimethyldecylamine), BrCCCCl (1-bromo-3-chloropropane), CO (methanol), solution. Product: [Br-].ClCCC[N+](C)(C)CCCCCCCCCC ((3-chloropropyl)decyldimethylammonium bromide). Reaction conditions: temperature 65 celsius. Reactants: C(C)OC(C=C(C=CC=C(CO)C)C)=O (8-hydroxy-3,7-dimethyl-octa-2,4,6-trien-1-oic acid ethyl ester), CCOCC (ether), P(Br)(Br)Br (phosphorous tribromide). Reagents/catalysts: N1=CC=CC=C1 (pyridine). The solvent is CCCCCC (hexane). Conditions: temperature 0 celsius, time 20 minute. The product is C(C)OC(C=C(C=CC=C(CBr)C)C)=O (8-bromo-3,7-dimethyl-octa-2,4,6-trien-1-oic acid ethyl ester). As a reaction SMILES: [CH2:1]([O:3][C:4](=[O:15])[CH:5]=[C:6]([CH3:14])[CH:7]=[CH:8][CH:9]=[C:10]([CH3:13])[CH2:11]O)[CH3:2].CCOCC.P(Br)(Br)[Br:22]>N1C=CC=CC=1.CCCCCC>[CH2:1]([O:3][C:4](=[O:15])[CH:5]=[C:6]([CH3:14])[CH:7]=[CH:8][CH:9]=[C:10]([CH3:13])[CH2:11][Br:22])[CH3:2]. Procedure: 36.5 g. of 8-hydroxy-3,7-dimethyl-octa-2,4,6-trien-1-oic acid ethyl ester are dissolved in 380 ml. of ether. The solution is cooled to 0° C., and after the addition of 3 drops of pyridine treated dropwise with 28.6 g. of phosphorous tribromide in 120 ml. of hexane. The mixture is stirred for 20 minutes at 0° C., then poured onto ice water and extracted with ether. The ether extract is washed successively with water, a saturated aqueous sodium bicarbonate solution and again with water, dried over... Reactants: CC(C(=O)O)=CCCC(=CCCC(=CCCC(=CCCC(=CCCC(C)=O)C)C)C)C (2,6,10,14,18-pentamethyl-22-oxo-2,6,10,14,18-tricosapentaenoic acid), C(C)N (ethylamine), C(CC)(=O)Cl (propionyl chloride). Product: C(C)N(C(CC)=O)CC(=CCCC(=CCCC(=CCCC(=CCCC(=CCCC(C)=O)C)C)C)C)C (N-ethyl-N-(2,6,10,14,18-pentamethyl-22-oxo-2,6,10,14,18-tricosapentaenyl)propionamide). As a reaction SMILES: [CH3:1][C:2](=[CH:6][CH2:7][CH2:8][C:9]([CH3:31])=[CH:10][CH2:11][CH2:12][C:13]([CH3:30])=[CH:14][CH2:15][CH2:16][C:17]([CH3:29])=[CH:18][CH2:19][CH2:20][C:21]([CH3:28])=[CH:22][CH2:23][CH2:24][C:25](=[O:27])[CH3:26])[C:3](O)=O.[CH2:32]([NH2:34])[CH3:33].[C:35](Cl)(=[O:38])[CH2:36][CH3:37]>>[CH2:32]([N:34]([CH2:3][C:2]([CH3:1])=[CH:6][CH2:7][CH2:8][C:9]([CH3:31])=[CH:10][CH2:11][CH2:12][C:13]([CH3:30])=[CH:14][CH2:15][CH2:16][C:17]([CH3:29])=[CH:18][CH2:19][CH2:20][C:21]([CH3:28])=[CH:22][CH2:23][CH2:24][C:25](=[O:27])[CH3:26])[C:35](=[O:38])[CH2:36][CH3:37])[CH3:33]. Reported procedure: Starting materials: 2,6,10,14,18-pentamethyl-22-oxo-2,6,10,14,18-tricosapentaenoic acid; ethylamine (70% aqueous ethylamine solution); and propionyl chloride Reactants: BrCCCCCCBr, C1CCOC1, [Li]CCCC, Cc1cc(C)on1, CC(C)NC(C)C. Product: Cc1cc(CCCCCCCBr)on1. RXN SMILES: [Br:20][CH2:21][CH2:22][CH2:23][CH2:24][CH2:25][CH2:26][Br:27].[CH2:28]1[O:29][CH2:30][CH2:31][CH2:32]1.[CH2:8]([Li:9])[CH2:10][CH2:11][CH3:12].[CH3:13][c:14]1[n:15][o:16][c:17]([CH3:19])[cH:18]1.[CH:1]([NH:2][CH:3]([CH3:4])[CH3:5])([CH3:6])[CH3:7]>>[CH3:13][c:14]1[n:15][o:16][c:17]([CH2:19][CH2:26][CH2:25][CH2:24][CH2:23][CH2:22][CH2:21][Br:20])[cH:18]1. Reactants: C(C)OC(=O)C1(CCN(CC1)C(=O)OC(C)(C)C)CC1=CC=CC=C1 (4-benzylpiperidine-1,4-dicarboxylic acid tert-butyl ester ethyl ester), [OH-].[Na+] (NaOH), C(C)(=O)O (acetic acid). Run in C(C)(C)O (isopropyl alcohol), C1CCOC1 (THF), O (water). Reaction conditions: time 8 hour. The product is C(C)(C)(C)OC(=O)N1CCC(CC1)(C(=O)O)CC1=CC=CC=C1 (4-benzylpiperidine-1,4-dicarboxylic acid tert-butyl ester). Isolated yield 66.4%. Reaction SMILES: C([O:3][C:4]([C:6]1([CH2:19][C:20]2[CH:25]=[CH:24][CH:23]=[CH:22][CH:21]=2)[CH2:11][CH2:10][N:9]([C:12]([O:14][C:15]([CH3:18])([CH3:17])[CH3:16])=[O:13])[CH2:8][CH2:7]1)=[O:5])C.[OH-].[Na+].C(O)(=O)C>C(O)(C)C.C1COCC1.O>[C:15]([O:14][C:12]([N:9]1[CH2:10][CH2:11][C:6]([CH2:19][C:20]2[CH:21]=[CH:22][CH:23]=[CH:24][CH:25]=2)([C:4]([OH:5])=[O:3])[CH2:7][CH2:8]1)=[O:13])([CH3:18])([CH3:16])[CH3:17] |f:1.2|. Procedure: To a stirring solution of 4-benzylpiperidine-1,4-dicarboxylic acid tert-butyl ester ethyl ester (31.6 mmol, 11.01 g) in isopropyl alcohol (50 mL) and THF (50 mL) was added 3N NaOH (63.4 mmol, 21.1 mL) and the biphasic solution was heated to reflux. The reaction was heated for 8 h. and then left stirring at room temperature overnight. The reaction was then diluted with water (200 mL) and acidified to pH=4 with glacial acetic acid. The aqueous mixture was then extracted with ethyl acetate (2×500 m...